From a dataset of the Open Reaction Database (ORD), a public repository of structured organic reaction records. describe an organic reaction: reactants, conditions, products, and yield Starting materials: CC(C)(C)OC(=O)Nc1ccccc1NC(=O)c1ccc(C(=O)O)s1, O=C(c1ncc[nH]1)c1ncc[nH]1, C1CCOC1, CCCC(C)N. Product: CCCC(C)NC(=O)c1ccc(C(=O)Nc2ccccc2NC(=O)OC(C)(C)C)s1. RXN SMILES: [C:1]([CH3:2])([CH3:3])([CH3:4])[O:5][C:6](=[O:7])[NH:8][c:9]1[c:10]([NH:15][C:16](=[O:17])[c:18]2[cH:19][cH:20][c:21]([C:23](=[O:24])[OH:25])[s:22]2)[cH:11][cH:12][cH:13][cH:14]1.[C:26]([c:27]1[nH:28][cH:29][cH:30][n:31]1)([c:32]1[nH:33][cH:34][cH:35][n:36]1)=[O:37].[CH2:44]1[O:45][CH2:46][CH2:47][CH2:48]1.[CH3:38][CH:39]([CH2:40][CH2:41][CH3:42])[NH2:43]>>[C:1]([CH3:2])([CH3:3])([CH3:4])[O:5][C:6](=[O:7])[NH:8][c:9]1[c:10]([NH:15][C:16](=[O:17])[c:18]2[cH:19][cH:20][c:21]([C:23](=[O:25])[NH:43][CH:39]([CH3:38])[CH2:40][CH2:41][CH3:42])[s:22]2)[cH:11][cH:12][cH:13][cH:14]1. Reactants: CC(C)(C)C1(COC2CCCCO2)CO1, CC#N, CCOC(C)=O, c1c[nH]cn1. Product: CC(C)(C)C(O)(COC1CCCCO1)Cn1ccnc1. RXN SMILES: [C:1]([CH3:2])([CH3:3])([CH3:4])[C:5]1([CH2:8][O:9][CH:10]2[O:11][CH2:12][CH2:13][CH2:14][CH2:15]2)[O:6][CH2:7]1.[CH3:21][C:22]#[N:23].[CH3:24][CH2:25][O:26][C:27](=[O:28])[CH3:29].[nH:16]1[cH:17][n:18][cH:19][cH:20]1>>[C:1]([CH3:2])([CH3:3])([CH3:4])[C:5]([OH:6])([CH2:7][n:16]1[cH:17][n:18][cH:19][cH:20]1)[CH2:8][O:9][CH:10]1[O:11][CH2:12][CH2:13][CH2:14][CH2:15]1.